Dataset: the Open Reaction Database (ORD), a public repository of structured organic reaction records. Task: describe an organic reaction: reactants, conditions, products, and yield The reactants are Cl.Cl.C(CCC)C=1N=NC(=CC1C1=CC=C(C=C1)OC1CCCCC1)OC1CCN(CC1)C (3-Butyl-4-(4-cyclohexyloxy-phenyl)-6-(1-methyl-piperidin-4-yloxy)-pyridazine dihydrochloride), C(C)(C)(C)OC(C=C)=O (acrylic acid tert-butyl ester). Conditions: time 20 hour. Yields the product C(C)(C)(C)OC(CCN1CCC(CC1)OC=1N=NC(=C(C1)C1=CC=C(C=C1)OC1CCCCC1)CCCC)=O (3-{4-[6-butyl-5-(4-cyclohexyloxy-phenyl)-pyridazin-3-yloxy]-piperidin-1-yl}-propionic acid tert-butyl ester). RXN SMILES: Cl.Cl.[CH2:3]([C:7]1[N:8]=[N:9][C:10]([O:26][CH:27]2[CH2:32][CH2:31][N:30]([CH3:33])[CH2:29][CH2:28]2)=[CH:11][C:12]=1[C:13]1[CH:18]=[CH:17][C:16]([O:19][CH:20]2[CH2:25][CH2:24][CH2:23][CH2:22][CH2:21]2)=[CH:15][CH:14]=1)[CH2:4][CH2:5][CH3:6].[C:34]([O:38][C:39](=[O:42])[CH:40]=C)([CH3:37])([CH3:36])[CH3:35]>>[C:34]([O:38][C:39](=[O:42])[CH2:40][CH2:33][N:30]1[CH2:31][CH2:32][CH:27]([O:26][C:10]2[N:9]=[N:8][C:7]([CH2:3][CH2:4][CH2:5][CH3:6])=[C:12]([C:13]3[CH:14]=[CH:15][C:16]([O:19][CH:20]4[CH2:25][CH2:24][CH2:23][CH2:22][CH2:21]4)=[CH:17][CH:18]=3)[CH:11]=2)[CH2:28][CH2:29]1)([CH3:37])([CH3:36])[CH3:35] |f:0.1.2|. Procedure: A mixture of 3-butyl-4-(4-cyclohexyloxy-phenyl)-6-(piperidin-4-yloxy)-pyridazine (Example 14, 0.244 mmol, 100 mg) and acrylic acid tert-butyl ester (2 mL) may be stirred at room temperature for 20 h. The organic solvent may be removed in vacuo and the residue is purified by column chromatography on silica gel using 1-2% of MeOH in DCM to give 3-{4-[6-butyl-5-(4-cyclohexyloxy-phenyl)-pyridazin-3-yloxy]-piperidin-1-yl}-propionic acid tert-butyl ester. Reactants: CC(=O)O, O=C1CCC(=O)N1Cl, O=C(Nc1cscc1Cl)C(F)(F)F. Product: O=C(Nc1c(Cl)csc1Cl)C(F)(F)F. Reaction SMILES: [CH3:22][C:23](=[O:24])[OH:25].[Cl:1][N:2]1[C:3](=[O:4])[CH2:5][CH2:6][C:7]1=[O:8].[Cl:9][c:10]1[c:11]([NH:15][C:16]([C:17]([F:18])([F:19])[F:20])=[O:21])[cH:12][s:13][cH:14]1>>[Cl:1][c:12]1[c:11]([NH:15][C:16]([C:17]([F:18])([F:19])[F:20])=[O:21])[c:10]([Cl:9])[cH:14][s:13]1. Reactants: C[C@@H]1N(CCCC1)C1=NN=C2N1C=C(C=C2)O[C@@H]2CC[C@@H](C1=CC=CC=C21)N ((1S,4R)-4-[3-((S)-2-Methyl-piperidin-1-yl)-[1,2,4]triazolo[4,3-a]pyridin-6-yloxy]-1,2,3,4-tetrahydro-naphthalen-1-ylamine), ClC(COC(NC1=CC(=NN1C=1C=NN(C1)CCOC1OCCCC1)C(C)(C)C)=O)(Cl)Cl ({3-tert-Butyl-1′-[2-(tetrahydro-pyran-2-yloxy)-ethyl]-1′H-[1,4′]bipyrazolyl-5-yl}-carbamic acid 2,2,2-trichloro-ethyl ester), CCN(C(C)C)C(C)C (DIPEA). Solvent: O1CCOCC1 (dioxane). Run at temperature 80 celsius, time 8 hour. Product: C(=O)O.C(C)(C)(C)C1=NN(C(=C1)NC(=O)N[C@H]1CC[C@H](C2=CC=CC=C12)OC=1C=CC=2N(C1)C(=NN2)N2[C@H](CCCC2)C)C=2C=NN(C2)CCN(C)C (1-[3-tert-Butyl-1′-(2-dimethylamino-ethyl)-1′H-[1,4′]bipyrazolyl-5-yl]-3-{(1S,4R)-4-[3-((S)-2-methyl-piperidin-1-yl)-[1,2,4]triazolo[4,3-a]pyridin-6-yloxy]-1,2,3,4-tetrahydro-naphthalen-1-yl}-urea formate salt). The yield is 162.3%. Reaction SMILES: [CH3:1][C@H:2]1[CH2:7][CH2:6][CH2:5][CH2:4][N:3]1[C:8]1[N:12]2[CH:13]=[C:14]([O:17][C@H:18]3[C:27]4[C:22](=[CH:23][CH:24]=[CH:25][CH:26]=4)[C@@H:21]([NH2:28])[CH2:20][CH2:19]3)[CH:15]=[CH:16][C:11]2=[N:10][N:9]=1.ClC(Cl)(Cl)C[O:32][C:33](=[O:58])[NH:34][C:35]1[N:39]([C:40]2[CH:41]=[N:42][N:43]([CH2:45][CH2:46]OC3CCCCO3)[CH:44]=2)[N:38]=[C:37]([C:54]([CH3:57])([CH3:56])[CH3:55])[CH:36]=1.C[CH2:62][N:63](C(C)C)[CH:64](C)C>O1CCOCC1>[CH:33]([OH:58])=[O:32].[C:54]([C:37]1[CH:36]=[C:35]([NH:34][C:33]([NH:28][C@@H:21]2[C:22]3[C:27](=[CH:26][CH:25]=[CH:24][CH:23]=3)[C@H:18]([O:17][C:14]3[CH:15]=[CH:16][C:11]4[N:12]([C:8]([N:3]5[CH2:4][CH2:5][CH2:6][CH2:7][C@@H:2]5[CH3:1])=[N:9][N:10]=4)[CH:13]=3)[CH2:19][CH2:20]2)=[O:58])[N:39]([C:40]2[CH:41]=[N:42][N:43]([CH2:45][CH2:46][N:63]([CH3:64])[CH3:62])[CH:44]=2)[N:38]=1)([CH3:55])([CH3:56])[CH3:57] |f:4.5|. Procedure details: A mixture of Intermediate 81d (240 mg, 0.64 mmol), Intermediate 108b (325 mg, 0.64 mmol) and DIPEA (221 μL, 1.27 mmol) in dioxane (6 mL) was stirred at 80° C. overnight. After cooling, the reaction mixture was partitioned between water and EtOAc. The aqueous phase was extracted with EtOAc (×3) and the combined organic layers were washed with brine, dried (MgSO4) and concentrated in vacuo. The resultant residue was purified by FCC on silica, using a gradient of 0-10% MeOH in DCM to afford the tit...